This data is from the Open Reaction Database (ORD), a public repository of structured organic reaction records. The task is: describe an organic reaction: reactants, conditions, products, and yield The reactants are C(C)OC(CC1=CC=C(C=C1)N1C(N(C2=CC=CC=C2C1=O)CC(=O)OC(C)(C)C)=O)=O ([4-(1-tert-butoxycarbonylmethyl-2,4-dioxo-1,4-dihydro-2H-quinazolin-3-yl)-phenyl]-acetic acid ethyl ester), C(C)OC(CC1=CC=C(C=C1)N1C(N(C2=CC=CC=C2C1=O)CC(=O)OC(C)(C)C)=O)=O ([4-(1-tert-butoxycarbonylmethyl-2,4-dioxo-1,4-dihydro-2H-quinazolin-3-yl)-phenyl]-acetic acid ethyl ester), [OH-].[Na+] (sodium hydroxide). The solvent is CO (MeOH). Conditions: time 30 minute. Yields the product C(C)(C)(C)OC(=O)CN1C(N(C(C2=CC=CC=C12)=O)C1=CC=C(C=C1)CC(=O)O)=O ([4-(1-tert-Butoxycarbonylmethyl-2,4-dioxo-1,4-dihydro-2H-quinazolin-3-yl)-phenyl]-acetic acid). As a reaction SMILES: C([O:3][C:4](=[O:32])[CH2:5][C:6]1[CH:11]=[CH:10][C:9]([N:12]2[C:21](=[O:22])[C:20]3[C:15](=[CH:16][CH:17]=[CH:18][CH:19]=3)[N:14]([CH2:23][C:24]([O:26][C:27]([CH3:30])([CH3:29])[CH3:28])=[O:25])[C:13]2=[O:31])=[CH:8][CH:7]=1)C.[OH-].[Na+]>CO>[C:27]([O:26][C:24]([CH2:23][N:14]1[C:15]2[C:20](=[CH:19][CH:18]=[CH:17][CH:16]=2)[C:21](=[O:22])[N:12]([C:9]2[CH:8]=[CH:7][C:6]([CH2:5][C:4]([OH:32])=[O:3])=[CH:11][CH:10]=2)[C:13]1=[O:31])=[O:25])([CH3:30])([CH3:28])[CH3:29] |f:1.2|. Procedure: A solution of [4-(1-tert-butoxycarbonylmethyl-2,4-dioxo-1,4-dihydro-2H-quinazolin-3-yl)-phenyl]-acetic acid ethyl ester (Intermediate G) (1.4 g, 3.2 mmol) in MeOH (25 ml) is treated with aqueous sodium hydroxide (0.5 M, 10 ml). After stirring at RT for 30 minutes, the MeOH is removed in vacuo and the resulting mixture is diluted with distilled water and washed with EtOAc (2×) to remove impurities. The separated aqueous phase is acidified with dilute HCl (0.1 M) to pH 3 and extracted with EtOAc (... Starting materials: O=C1C2(CC3=CC=C(C=C13)C=1C=C(C#N)C=CC1)CC1=C(C=NN=C1)C2 (3-(1′-oxo-1′,3′,5,7-tetrahydrospiro[cyclopenta[d]pyridazine-6,2′-inden]-6′-yl)benzonitrile), C[Si](C)(C)N=C=N[Si](C)(C)C (bis(trimethylsilyl)carbodiimide). Conditions: time 1.5 hour. Procedure details: To a solution of 3-(1′-oxo-1′,3′,5,7-tetrahydrospiro[cyclopenta[d]pyridazine-6,2′-inden]-6′-yl)benzonitrile (0.0386 g, 0.11 mmol) in CH2Cl2 (5 mL) was added 0.5 mL of 1.0 M TiCl4 in CH2Cl2 at room temperature. After 1.5 h, 0.4 mL of bis(trimethylsilyl)carbodiimide was added to the yellow solution. The resulting mixture was then stirred at room temperature for 20 h. The mixture was quenched with ice, diluted with CH2Cl2, and dried over Na2SO4. After the solvent was removed under reduced pressure,... Reagents/catalysts: Cl[Ti](Cl)(Cl)Cl (TiCl4). Product: C(#N)C=1C=C(C=CC1)C=1C=C2C(C3(CC2=CC1)CC1=C(C=NN=C1)C3)=NC#N (N-(5′-(3-cyanophenyl)-5,7-dihydrospiro[cyclopenta[d]pyridazine-6,2′-inden]-3′(1′H)-ylidene)cyanamide). Solvent: C(Cl)Cl (CH2Cl2), C(Cl)Cl (CH2Cl2). As a reaction SMILES: O=[C:2]1[C:10]2[C:5](=[CH:6][CH:7]=[C:8]([C:11]3[CH:12]=[C:13]([CH:16]=[CH:17][CH:18]=3)[C:14]#[N:15])[CH:9]=2)[CH2:4][C:3]21[CH2:26][C:21]1[CH:22]=[N:23][N:24]=[CH:25][C:20]=1[CH2:19]2.C[Si]([N:31]=[C:32]=[N:33][Si](C)(C)C)(C)C>C(Cl)Cl.Cl[Ti](Cl)(Cl)Cl>[C:14]([C:13]1[CH:12]=[C:11]([C:8]2[CH:9]=[C:10]3[C:5](=[CH:6][CH:7]=2)[CH2:4][C:3]2([CH2:26][C:21]4[CH:22]=[N:23][N:24]=[CH:25][C:20]=4[CH2:19]2)[C:2]3=[N:33][C:32]#[N:31])[CH:18]=[CH:17][CH:16]=1)#[N:15]. Reactants: C(CCCCCCCCCCCCCCCCCCC)OC(=O)P(OC)(OC)=O (dimethyl 1-eicosanyloxycarbonylphosphonate), [K+].[Br-] (KBr), [Na+].[I-] (NaI), CN(C)C=O (DMF). The solvent is CC(=O)C (acetone), C1CCOC1 (THF). The product is C(CCCCCCCCCCCCCCCCCCC)OC(=O)P(OC)([O-])=O.[Na+] (Sodium Methyl 1-eicosanyloxycarbonylphosphonate). As a reaction SMILES: [CH2:1]([O:21][C:22]([P:24](=[O:29])([O:27]C)[O:25][CH3:26])=[O:23])[CH2:2][CH2:3][CH2:4][CH2:5][CH2:6][CH2:7][CH2:8][CH2:9][CH2:10][CH2:11][CH2:12][CH2:13][CH2:14][CH2:15][CH2:16][CH2:17][CH2:18][CH2:19][CH3:20].[Na+:30].[I-].CN(C=O)C.[K+].[Br-]>CC(C)=O.C1COCC1>[CH2:1]([O:21][C:22]([P:24](=[O:27])([O-:29])[O:25][CH3:26])=[O:23])[CH2:2][CH2:3][CH2:4][CH2:5][CH2:6][CH2:7][CH2:8][CH2:9][CH2:10][CH2:11][CH2:12][CH2:13][CH2:14][CH2:15][CH2:16][CH2:17][CH2:18][CH2:19][CH3:20].[Na+:30] |f:1.2,4.5,8.9|. Reported procedure: Demethylation of dimethyl 1-eicosanyloxycarbonylphosphonate with NaI was carried out as described in Example 8 above except for the solvent, which was a mixture of DMF (3 mL), THF (8 mL), and acetone (2 mL); yield 0.86 g (84%); mp 95-96° C.; IR (KBr): υ 2960, 2930, 2860, 1735, 1470, 1235, 1220 cm−1; 1H NMR (CDCl3+CD2OD) δ0.8-1.8 (m, 39H, CH3(CH2)18), 3.8 (d, 3H, P(ONa)(OCH3)), 4.2 (t, 2H, CH2O). Anal. Calcd. for C22H44O5NaP: C, 59.69; H, 10.04; N, 5.19; P, 7.00. Found: C, 59.94; H, 10.00; Na, 5.... Reaction conditions: time 5 hour. As a reaction SMILES: [Br:1][C:2]1[CH:7]=[C:6]2[NH:8][C:9](=[O:29])[C:10]3([CH:15]([C:16]4[CH:21]=[CH:20][CH:19]=[C:18]([Cl:22])[CH:17]=4)[CH2:14][C:13](=[O:23])[NH:12][CH:11]3[C:24]3([CH2:27][CH3:28])[CH2:26][CH2:25]3)[C:5]2=[CH:4][CH:3]=1.COC([Si](C)(C)C)C.FC(F)(F)C(O)=O>ClCCl>[Br:1][C:2]1[CH:7]=[C:6]2[NH:8][C:9](=[O:29])[C:10]3([CH:15]([C:16]4[CH:21]=[CH:20][CH:19]=[C:18]([Cl:22])[CH:17]=4)[CH2:14][C:13](=[O:23])[NH:12][CH:11]3[C:24]3([CH2:27][CH3:28])[CH2:25][CH2:26]3)[C:5]2=[CH:4][CH:3]=1 |f:0.1|. Procedure: To a solution of racemic (2′R,3R,4′S)-6-bromo-4′-(3-chlorophenyl)-2′-(1-ethyl-cyclopropyl)-2,3-dihydro-2,6′-dioxospiro[indole-3,3′-piperidine]-1-methoxyethyl trimethylsilane (48 mg, 0.079 mmol) prepared in example 162a in dichloromethane (5 mL) was added trifluoroacetic acid (5 mL). The mixture was stirred at room temperature for 5 h. Then the solvent was removed in vacuo. The residue was dissolved in methanol (2 mL). To the resulting solution was added N,N′-diisopropylethylamine (1 mL). The mix... Starting materials: BrC1=CC=C2C(=C1)NC(C21C(NC(CC1C1=CC(=CC=C1)Cl)=O)C1(CC1)CC)=O.COC(C)[Si](C)(C)C (racemic (2′R,3R,4′S)-6-bromo-4′-(3-chlorophenyl)-2′-(1-ethyl-cyclopropyl)-2,3-dihydro-2,6′-dioxospiro[indole-3,3′-piperidine] 1-methoxyethyl trimethylsilane), FC(C(=O)O)(F)F (trifluoroacetic acid). Run in ClCCl (dichloromethane). Yields the product BrC1=CC=C2C(=C1)NC(C21C(NC(CC1C1=CC(=CC=C1)Cl)=O)C1(CC1)CC)=O (racemic (2′R,3R,4′S)-6-bromo-4′-(3-chlorophenyl)-2′-(1-ethyl-cyclopropyl)-spiro[3H-indole-3,3′-piperidine]-2,6′(1H)-dione). The reactants are O=C/C=C/C(=O)OCC(C)C (isobutyl (E)-4-oxo-2-butenoate). The reagents and catalysts are [Pd] (palladium on charcoal). Run in C(C)O (ethanol). The product is O=CCCC(=O)OCC(C)C (Isobutyl 4-oxobutanoate). Isolated yield 99.5%. RXN SMILES: [O:1]=[CH:2]/[CH:3]=[CH:4]/[C:5]([O:7][CH2:8][CH:9]([CH3:11])[CH3:10])=[O:6]>C(O)C.[Pd]>[O:1]=[CH:2][CH2:3][CH2:4][C:5]([O:7][CH2:8][CH:9]([CH3:11])[CH3:10])=[O:6]. Reported procedure: To a solution of isobutyl (E)-4-oxo-2-butenoate (97 g, 0.62 mol) in 96% ethanol (800 ml), 5% palladium on charcoal (9.7 g) was added and hydrogen was bubbled at 5°-10° C. and at atmospheric pressure for 20 hours. Removal of the catalyst and evaporation of the solvent gave 97.6 g (99%) of the title compound; Rf=0.41 (silica gel plates, eluent: cyclohexane-ethyl acetate 6:4). NMR (CDCl3): deltaH =2.5 (d, J=1 Hz, 1H, CHO); 3.85 (d, J=6 Hz, 2H, COOCH2); 2.80-2.40 (c.a., 4H, CH2CH2CO); 2.10-1.70 (c.a... Starting materials: C=1C=CN2C1CN(C1=C(C2)C=CC=C1)C(=O)C1=CC=C(C=C1)NC(=O)C=1C(=NC=CC1)Cl (N-[4-(5H-pyrrolo[2,1-c][1,4]benzodiazepin-10(11H) -ylcarbonyl)phenyl]-2-chloropyridine-3-carboxamide), C(=O)([O-])[O-].[K+].[K+] (K2CO3), solution, CN (monomethylamine), O (water). The solvent is CS(=O)C (dimethylsulfoxide). The product is C=1C=CN2C1CN(C1=C(C2)C=CC=C1)C(=O)C1=CC=C(C=C1)NC(=O)C=1C(=NC=CC1)NC (N-[4-(5H-Pyrrolo[2,1-c][1,4]benzodiazepin-10(11H)-ylcarbonyl)phenyl]-2-(methylamino)pyridine-3-carboxamide). Reaction SMILES: [CH:1]1[CH:2]=[CH:3][N:4]2[CH2:10][C:9]3[CH:11]=[CH:12][CH:13]=[CH:14][C:8]=3[N:7]([C:15]([C:17]3[CH:22]=[CH:21][C:20]([NH:23][C:24]([C:26]4[C:27](Cl)=[N:28][CH:29]=[CH:30][CH:31]=4)=[O:25])=[CH:19][CH:18]=3)=[O:16])[CH2:6][C:5]=12.C([O-])([O-])=O.[K+].[K+].[CH3:39][NH2:40].O>CS(C)=O>[CH:1]1[CH:2]=[CH:3][N:4]2[CH2:10][C:9]3[CH:11]=[CH:12][CH:13]=[CH:14][C:8]=3[N:7]([C:15]([C:17]3[CH:22]=[CH:21][C:20]([NH:23][C:24]([C:26]4[C:27]([NH:40][CH3:39])=[N:28][CH:29]=[CH:30][CH:31]=4)=[O:25])=[CH:19][CH:18]=3)=[O:16])[CH2:6][C:5]=12 |f:1.2.3|. Procedure: A mixture of 1 g of N-[4-(5H-pyrrolo[2,1-c][1,4]benzodiazepin-10(11H) -ylcarbonyl)phenyl]-2-chloropyridine-3-carboxamide, 1 g of K2CO3 and 10 ml of a 40% solution of monomethylamine is heated in 25 ml of dimethylsulfoxide for 8 hours at 100° C. The reaction mixture is poured over water and the pale yellow solid separated. The reaction mixture is filtered and the collected solid washed well with water. After drying the solid is purified by column chromatography on silica gel by elution with 9:1 e... RXN SMILES: [F:1][C:2]([F:19])([CH3:18])[CH2:3][N:4]1[CH2:10][CH2:9][C:8]2[CH:11]=[C:12]([NH2:17])[C:13]([O:15][CH3:16])=[CH:14][C:7]=2[CH2:6][CH2:5]1.Cl[C:21]1[N:26]=[C:25]([NH:27][C:28]2[CH:33]=[CH:32][C:31]([N:34]3[CH2:39][CH2:38][O:37][CH2:36][CH2:35]3)=[CH:30][C:29]=2[O:40][CH3:41])[C:24]([Cl:42])=[CH:23][N:22]=1>>[Cl:42][C:24]1[C:25]([NH:27][C:28]2[CH:33]=[CH:32][C:31]([N:34]3[CH2:35][CH2:36][O:37][CH2:38][CH2:39]3)=[CH:30][C:29]=2[O:40][CH3:41])=[N:26][C:21]([NH:17][C:12]2[C:13]([O:15][CH3:16])=[CH:14][C:7]3[CH2:6][CH2:5][N:4]([CH2:3][C:2]([F:1])([F:19])[CH3:18])[CH2:10][CH2:9][C:8]=3[CH:11]=2)=[N:22][CH:23]=1. Yield: 57.0%. Procedure: The title compound was prepared from 3-(2,2-Difluoro-propyl)-8-methoxy-2,3,4,5-tetrahydro-1H-benzo[d]azepin-7-ylamine and (2,5-Dichloro-pyrimidin-4-yl)-(2-methoxy-4-morpholin-4-yl-phenyl)-amine in an analogous manner to Example 61e. Product isolated as an off-white solid (0.047 g, 57%). MP: 215-220° C. 1HNMR (400 MHz, CDCl3, δ, ppm): 8.23 (d, 1H, J=8.8 Hz), 8.10 (s, 1H), 8.01 (s, 1H), 7.51 (s, 1H), 7.44 (s, 1H), 6.62 (s, 1H), 6.54 (d, 1H, J+2.3 Hz), 6.50 (dd, 1H, J=8.8 Hz and 2.0 Hz), 3.91 (s, 3... The reactants are FC(CN1CCC2=C(CC1)C=C(C(=C2)OC)N)(C)F (3-(2,2-Difluoro-propyl)-8-methoxy-2,3,4,5-tetrahydro-1H-benzo[d]azepin-7-ylamine), ClC1=NC=C(C(=N1)NC1=C(C=C(C=C1)N1CCOCC1)OC)Cl ((2,5-Dichloro-pyrimidin-4-yl)-(2-methoxy-4-morpholin-4-yl-phenyl)-amine). Yields the product ClC=1C(=NC(=NC1)NC1=CC2=C(CCN(CC2)CC(C)(F)F)C=C1OC)NC1=C(C=C(C=C1)N1CCOCC1)OC (5-Chloro-N*2*-[3-(2,2-difluoro-propyl)-8-methoxy-2,3,4,5-tetrahydro-1H-benzo[d]azepin-7-yl]-N*4*-(2-methoxy-4-morpholin-4-yl-phenyl)-pyrimidine-2,4-diamine), solid.